Dataset: the Open Reaction Database (ORD), a public repository of structured organic reaction records. Task: describe an organic reaction: reactants, conditions, products, and yield Reactants: CC([C@H](C(NCC(F)(F)F)=O)NC(OC(C)(C)C)=O)C ((R)-tert-butyl 3-methyl-1-oxo-1-(2,2,2-trifluoroethylamino)butan-2-ylcarbamate), C(Cl)Cl (DCM), C(=O)(C(F)(F)F)O (TFA). Reaction conditions: time 2 hour. Product: Cl.N[C@@H](C(=O)NCC(F)(F)F)C(C)C ((R)-2-amino-3-methyl-N-(2,2,2-trifluoroethyl)butanamide hydrochloride). As a reaction SMILES: [CH3:1][CH:2]([CH3:20])[C@@H:3]([NH:12]C(=O)OC(C)(C)C)[C:4](=[O:11])[NH:5][CH2:6][C:7]([F:10])([F:9])[F:8].C(O)(C(F)(F)F)=O.C(Cl)[Cl:29]>>[ClH:29].[NH2:12][C@H:3]([CH:2]([CH3:20])[CH3:1])[C:4]([NH:5][CH2:6][C:7]([F:8])([F:9])[F:10])=[O:11] |f:3.4|. Procedure: (R)-tert-butyl 3-methyl-1-oxo-1-(2,2,2-trifluoroethylamino)butan-2-ylcarbamate I-3a (12.81 g, 42.9 mmol) was dissolved in DCM (30 ml), and TFA (12 ml, 156 mmol) slowly added. The reaction was allowed to stir at room temperature for 2 hr. The mixture was concentrated in vacuo to an oil. The oil was dissolved in DCM and washed with aq. sodium bicarbonate (50 mL) dried over sodium sulfate, filtered and concentrated to an oil. The oil was dissolved in ethyl acetate, cooled to 0° C. and treated with ... The reactants are COC1=CC=C(C=C1)CC(=O)O (2-(4-methoxyphenyl)acetic acid), TEA, C(C1=CC=CC=C1)OC1=CC=C(C=C1)C(CCC1=CC=CC=C1)=O (1-(4-(benzyloxy)phenyl)-3-phenylpropan-1-one). Run in C(C)#N (acetonitrile). Conditions: time 16 hour. The product is COC1=CC=C(C=C1)CC(=O)OCC(=O)C1=CC=C(C=C1)OCC1=CC=CC=C1 (2-(4-(benzyloxy)phenyl)-2-oxoethyl 2-(4-methoxyphenyl)acetate). The yield is 128.1%. RXN SMILES: [CH3:1][O:2][C:3]1[CH:8]=[CH:7][C:6]([CH2:9][C:10]([OH:12])=[O:11])=[CH:5][CH:4]=1.[CH2:13]([O:20][C:21]1[CH:26]=[CH:25][C:24]([C:27](=[O:36])[CH2:28]CC2C=CC=CC=2)=[CH:23][CH:22]=1)[C:14]1[CH:19]=[CH:18][CH:17]=[CH:16][CH:15]=1>C(#N)C>[CH3:1][O:2][C:3]1[CH:4]=[CH:5][C:6]([CH2:9][C:10]([O:12][CH2:28][C:27]([C:24]2[CH:25]=[CH:26][C:21]([O:20][CH2:13][C:14]3[CH:19]=[CH:18][CH:17]=[CH:16][CH:15]=3)=[CH:22][CH:23]=2)=[O:36])=[O:11])=[CH:7][CH:8]=1. Reported procedure: To a stirred solution of 2-(4-methoxyphenyl)acetic acid (3 g, 0.01 mol) in acetonitrile (60 mL) were added TEA (16.5 mL, 0.129 mol) and 1-(4-(benzyloxy)phenyl)-3-phenylpropan-1-one (6.6 g, 0.02 mol). The reaction mixture was stirred at RT for 16 h, concentrated in vacuo and the resulting residue was extracted with EtOAc (2×100 mL). The combined organic layers were washed with water, dried over Na2SO4 and concentrated in vacuo to afford 2-(4-(benzyloxy)phenyl)-2-oxoethyl 2-(4-methoxyphenyl)acetat... Reactants: CO, CCOC(C)=O, O=C(O)C1(c2ccc(OCCCN3CCCC3)cc2)CCOCC1, O=S(Cl)Cl. Yields the product COC(=O)C1(c2ccc(OCCCN3CCCC3)cc2)CCOCC1. Reaction SMILES: [CH3:29][OH:30].[CH3:31][CH2:32][O:33][C:34](=[O:35])[CH3:36].[N:1]1([CH2:6][CH2:7][CH2:8][O:9][c:10]2[cH:11][cH:12][c:13]([C:16]3([C:22](=[O:23])[OH:24])[CH2:17][CH2:18][O:19][CH2:20][CH2:21]3)[cH:14][cH:15]2)[CH2:2][CH2:3][CH2:4][CH2:5]1.[S:25]([Cl:26])([Cl:27])=[O:28]>>[N:1]1([CH2:6][CH2:7][CH2:8][O:9][c:10]2[cH:11][cH:12][c:13]([C:16]3([C:22](=[O:23])[O:24][CH3:29])[CH2:17][CH2:18][O:19][CH2:20][CH2:21]3)[cH:14][cH:15]2)[CH2:2][CH2:3][CH2:4][CH2:5]1. Starting materials: IC (iodomethane), CC1N(C(C=2C=C3C(=CC12)OCO3)=O)CCC3CCN(CC3)C(=O)OC(C)(C)C (tert-butyl 4-[2-(5-methyl-7-oxo-5H-[1,3]dioxolo[4,5-f]isoindol-6-yl)ethyl]piperidine-1-carboxylate), O1CCCC1 (tetrahydrofuran), solution, C(C)(C)[N-]C(C)C.[Li+] (lithium diisopropylamide). Run in O (water), C(C)(=O)OCC (ethyl acetate), CCCCCCC (n-heptane). Conditions: temperature -12.5 celsius, time 30 minute. The product is CC1(N(C(C=2C=C3C(=CC12)OCO3)=O)CCC3CCN(CC3)C(=O)OC(C)(C)C)C (tert-butyl 4-[2-(7,7-dimethyl-5-oxo-[1,3]dioxolo[4,5-f]isoindol-6-yl)ethyl]piperidine-1-carboxylate). The yield is 54.2%. As a reaction SMILES: [CH3:1][CH:2]1[C:10]2[CH:9]=[C:8]3[O:11][CH2:12][O:13][C:7]3=[CH:6][C:5]=2[C:4](=[O:14])[N:3]1[CH2:15][CH2:16][CH:17]1[CH2:22][CH2:21][N:20]([C:23]([O:25][C:26]([CH3:29])([CH3:28])[CH3:27])=[O:24])[CH2:19][CH2:18]1.O1CCC[CH2:31]1.C([N-]C(C)C)(C)C.[Li+].IC>CCCCCCC.O.C(OCC)(=O)C>[CH3:1][C:2]1([CH3:31])[C:10]2[CH:9]=[C:8]3[O:11][CH2:12][O:13][C:7]3=[CH:6][C:5]=2[C:4](=[O:14])[N:3]1[CH2:15][CH2:16][CH:17]1[CH2:22][CH2:21][N:20]([C:23]([O:25][C:26]([CH3:28])([CH3:27])[CH3:29])=[O:24])[CH2:19][CH2:18]1 |f:2.3|. Procedure: To a reaction vessel, 10 g (0.025 mol) compound XIII and 100 ml tetrahydrofuran were added, stirred, under nitrogen, the mixture was cooled to −10-−15° C., 48 ml (0.096 mol, 2 mol/L) solution of lithium diisopropylamide in n-heptane was added dropwise for about 30 min, after the addition was complete, the reaction was kept for 30 min, and then 1.6 ml (0.026 mol) iodomethane was added dropwise, after the addition was complete, the mixture was warmed to room temperature and then stirred for 1 h, a... Reactants: CN1CCC(CO)CC1, CC(C)(C)[O-], Cc1ccccc1, Cc1cc2ncc(-c3cccc(OC(F)(F)F)c3)n2nc1Cl, [Na+], O=C(C=Cc1ccccc1)C=Cc1ccccc1, O=C(C=Cc1ccccc1)C=Cc1ccccc1, O=C(C=Cc1ccccc1)C=Cc1ccccc1, [Pd], [Pd]. The product is Cc1cc2ncc(-c3cccc(OC(F)(F)F)c3)n2nc1OCC1CCN(C)CC1. Reaction SMILES: [CH3:23][N:24]1[CH2:25][CH2:26][CH:27]([CH2:30][OH:31])[CH2:28][CH2:29]1.[CH3:32][C:33]([CH3:34])([O-:35])[CH3:36].[CH3:94][c:95]1[cH:96][cH:97][cH:98][cH:99][cH:100]1.[Cl:1][c:2]1[c:3]([CH3:22])[cH:4][c:5]2[n:6]([n:7]1)[c:8](-[c:11]1[cH:12][c:13]([O:17][C:18]([F:19])([F:20])[F:21])[cH:14][cH:15][cH:16]1)[cH:9][n:10]2.[Na+:37].[O:40]=[C:41]([CH:42]=[CH:43][c:44]1[cH:45][cH:46][cH:47][cH:48][cH:49]1)[CH:50]=[CH:51][c:52]1[cH:53][cH:54][cH:55][cH:56][cH:57]1.[O:58]=[C:59]([CH:60]=[CH:61][c:62]1[cH:63][cH:64][cH:65][cH:66][cH:67]1)[CH:68]=[CH:69][c:70]1[cH:71][cH:72][cH:73][cH:74][cH:75]1.[O:76]=[C:77]([CH:78]=[CH:79][c:80]1[cH:81][cH:82][cH:83][cH:84][cH:85]1)[CH:86]=[CH:87][c:88]1[cH:89][cH:90][cH:91][cH:92][cH:93]1.[Pd:38].[Pd:39]>>[c:2]1([O:31][CH2:30][CH:27]2[CH2:26][CH2:25][N:24]([CH3:23])[CH2:29][CH2:28]2)[c:3]([CH3:22])[cH:4][c:5]2[n:6]([n:7]1)[c:8](-[c:11]1[cH:12][c:13]([O:17][C:18]([F:19])([F:20])[F:21])[cH:14][cH:15][cH:16]1)[cH:9][n:10]2. The reactants are FC1=C(C#N)C=CC(=C1)N1C2=CC=CC=C2C=2C(=CC=CC12)C1=NC2=C(N1)C=C(C=C2)F (2-fluoro-4-[4-(6-fluoro-1H-benzimidazol-2-yl)-9H-carbazol-9-yl]benzonitrile), aqueous solution, [OH-].[Na+] (sodium hydroxide), aqueous solution, OO (hydrogen peroxide), C([O-])([O-])=O.[K+].[K+] (potassium carbonate), NCC=1C=NN(C1)C (4-aminomethyl-1-methyl-1H-pyrazole). The solvent is C(C)O (ethanol), CS(=O)C (dimethyl sulphoxide). Yields the product FC=1C=CC2=C(NC(=N2)C2=CC=CC=3N(C4=CC=CC=C4C23)C2=CC(=C(C(=O)N)C=C2)NCC=2C=NN(C2)C)C1 (4-[4-(6-fluoro-1H-benzimidazol-2-yl)-9H-carbazol-9-yl]-2-[(1-methyl-1H-pyrazol-4-yl)methylamino]benzamide). RXN SMILES: F[C:2]1[CH:9]=[C:8]([N:10]2[C:22]3[CH:21]=[CH:20][CH:19]=[C:18]([C:23]4[NH:27][C:26]5[CH:28]=[C:29]([F:32])[CH:30]=[CH:31][C:25]=5[N:24]=4)[C:17]=3[C:16]3[C:11]2=[CH:12][CH:13]=[CH:14][CH:15]=3)[CH:7]=[CH:6][C:3]=1[C:4]#[N:5].C(=O)([O-])[O-].[K+].[K+].[NH2:39][CH2:40][C:41]1[CH:42]=[N:43][N:44]([CH3:46])[CH:45]=1.[OH-:47].[Na+].OO>CS(C)=O.C(O)C>[F:32][C:29]1[CH:30]=[CH:31][C:25]2[N:24]=[C:23]([C:18]3[C:17]4[C:16]5[C:11](=[CH:12][CH:13]=[CH:14][CH:15]=5)[N:10]([C:8]5[CH:7]=[CH:6][C:3]([C:4]([NH2:5])=[O:47])=[C:2]([NH:39][CH2:40][C:41]6[CH:42]=[N:43][N:44]([CH3:46])[CH:45]=6)[CH:9]=5)[C:22]=4[CH:21]=[CH:20][CH:19]=3)[NH:27][C:26]=2[CH:28]=1 |f:1.2.3,5.6|. Procedure: The process is carried out as in stage 3 of Example 3, but using 168.2 mg of 2-fluoro-4-[4-(6-fluoro-1H-benzimidazol-2-yl)-9H-carbazol-9-yl]benzonitrile, obtained according to stage 2 of Example 3, 165.8 mg of potassium carbonate and 356 mg of 4-aminomethyl-1-methyl-1H-pyrazole in 1.7 ml of dimethyl sulphoxide, in a microwave for 1 hour and 30 minutes at 115° C. 0.76 ml of a 1M aqueous solution of sodium hydroxide, 0.735 ml of a 30% aqueous solution of hydrogen peroxide and 4 ml of ethanol are t... Reactants: FC1=CC=C(C2=C1N=C(S2)N)OC (4-fluoro-7-methoxy-1,3-benzothiazol-2-amine), N(=O)OCCC(C)C (isoamyl nitrite). Run in O1CCOCC1 (1,4-dioxane). Conditions: temperature 85 celsius, time 18 hour. Yields the product FC1=CC=C(C2=C1N=CS2)OC (4-fluoro-7-methoxy-1,3-benzothiazole). Reaction SMILES: [F:1][C:2]1[C:7]2[N:8]=[C:9](N)[S:10][C:6]=2[C:5]([O:12][CH3:13])=[CH:4][CH:3]=1.N(OCCC(C)C)=O>O1CCOCC1>[F:1][C:2]1[C:7]2[N:8]=[CH:9][S:10][C:6]=2[C:5]([O:12][CH3:13])=[CH:4][CH:3]=1. Procedure: To a solution of 4-fluoro-7-methoxy-1,3-benzothiazol-2-amine (C12) (15.40 g, 77.69 mmol) in 1,4-dioxane (700 mL) was added isoamyl nitrite (15.0 mL, 111.6 mmol). The reaction mixture was stirred at 85° C. for 18 hours and then cooled to room temperature. The solvent was removed in vacuo, and purification was carried out with silica gel chromatography (Eluant: 1:1 dichloromethane/hexanes) to afford the title compound as a yellow solid. Yield: 12.0 g, 65.5 mmol, 84%. 1H NMR (300 MHz, CDCl3) δ 3.98...